Dataset: the Open Reaction Database (ORD), a public repository of structured organic reaction records. Task: describe an organic reaction: reactants, conditions, products, and yield Run in C(C)O (ethanol). Procedure details: 4 gram N-phenylisothiourea (33 mmol) and 5 ml ethyl bromide were refluxed for 10 hours in ethanol. Again 5 ml ethyl bromide was added. The reaction course was followed by thin layer chromatography (ethylacetate/petroleumether 3:7). Subsequently the solvent was evaporated and the residue crystallised from ethanol/ethylacetate. Reaction SMILES: [C:1]1([NH:7][C:8](=[NH:10])[SH:9])[CH:6]=[CH:5][CH:4]=[CH:3][CH:2]=1.[CH2:11](Br)[CH3:12].C(OC(=O)C)C>C(O)C>[CH2:11]([S:9][C:8](=[NH:10])[NH:7][C:1]1[CH:6]=[CH:5][CH:4]=[CH:3][CH:2]=1)[CH3:12]. Yields the product C(C)SC(NC1=CC=CC=C1)=N (S-ethyl-N-phenylisothiourea). Reactants: C(C)OC(C)=O (ethylacetate), C1(=CC=CC=C1)NC(S)=N (N-phenylisothiourea), C(C)Br (ethyl bromide), C(C)Br (ethyl bromide). The reactants are ClC1=NN2C(C(=CC=C2)C2=C(C=CC=C2)COC)=N1 (2-chloro-8-(2-Methoxymethyl-phenyl)-[1,2,4]triazolo[1,5-a]pyridine), C(C)(C)(C)OC(=O)N1CCC2=C(CC1)C=CC(=C2)N (7-amino-1,2,4,5-tetrahydro-3-benzazepine-3-carboxylic acid tert-butyl ester). Product: C(C)(C)(C)OC(=O)N1CCC2=C(CC1)C=CC(=C2)NC2=NN1C(C(=CC=C1)C1=C(C=CC=C1)COC)=N2 (7-[8-(2-Methoxymethyl-phenyl)-[1,2,4]triazolo[1,5-a]pyridin-2-yl-amino]-1,2,4,5-tetrahydro-3-benzazepine-3-carboxylic acid tert-butyl ester), foam. Yield: 70.0%. RXN SMILES: Cl[C:2]1[N:19]=[C:5]2[C:6]([C:10]3[CH:15]=[CH:14][CH:13]=[CH:12][C:11]=3[CH2:16][O:17][CH3:18])=[CH:7][CH:8]=[CH:9][N:4]2[N:3]=1.[C:20]([O:24][C:25]([N:27]1[CH2:33][CH2:32][C:31]2[CH:34]=[CH:35][C:36]([NH2:38])=[CH:37][C:30]=2[CH2:29][CH2:28]1)=[O:26])([CH3:23])([CH3:22])[CH3:21]>>[C:20]([O:24][C:25]([N:27]1[CH2:33][CH2:32][C:31]2[CH:34]=[CH:35][C:36]([NH:38][C:2]3[N:19]=[C:5]4[C:6]([C:10]5[CH:15]=[CH:14][CH:13]=[CH:12][C:11]=5[CH2:16][O:17][CH3:18])=[CH:7][CH:8]=[CH:9][N:4]4[N:3]=3)=[CH:37][C:30]=2[CH2:29][CH2:28]1)=[O:26])([CH3:23])([CH3:21])[CH3:22]. Procedure: 7-[8-(2-Methoxymethyl-phenyl)-[1,2,4]triazolo[1,5-a]pyridin-2-yl-amino]-1,2,4,5-tetrahydro-3-benzazepine-3-carboxylic acid tert-butyl ester was prepared from 2-chloro-8-(2-Methoxymethyl-phenyl)-[1,2,4]triazolo[1,5-a]pyridine (0.40 g, 1.46 mmol) and 7-amino-1,2,4,5-tetrahydro-3-benzazepine-3-carboxylic acid tert-butyl ester (0.46 g, 1.75 mmol) in a manner analogous to Example 2d. Product was isolated as a foam (0.5 g, 70%). 1H NMR (400 MHz, CDCl3, δ, ppm): 8.48 (d, J=6 Hz, 1H), 7.61 (d, J=6 Hz, 1... Yield: 35.5%. As a reaction SMILES: [F:1][C:2]([F:15])([F:14])[C:3]1[CH:4]=[C:5]([SH:13])[CH:6]=[C:7]([C:9]([F:12])([F:11])[F:10])[CH:8]=1.[Hg](C#N)C#N.[C:21]([O:24][C@@H:25]1[C@@H:30]([O:31][C:32](=[O:34])[CH3:33])[C@H:29]([O:35][C:36](=[O:38])[CH3:37])[CH2:28][S:27][C@@H:26]1Br)(=[O:23])[CH3:22]>>[C:21]([O:24][C@@H:25]1[C@@H:30]([O:31][C:32](=[O:34])[CH3:33])[C@H:29]([O:35][C:36](=[O:38])[CH3:37])[CH2:28][S:27][C@H:26]1[S:13][C:5]1[CH:4]=[C:3]([C:2]([F:14])([F:1])[F:15])[CH:8]=[C:7]([C:9]([F:10])([F:11])[F:12])[CH:6]=1)(=[O:23])[CH3:22]. Yields the product C(C)(=O)O[C@H]1[C@H](SC2=CC(=CC(=C2)C(F)(F)F)C(F)(F)F)SC[C@H]([C@@H]1OC(C)=O)OC(C)=O (3,5-bis(trifluoromethyl)phenyl 2,3,4-tri-O-acetyl-1,5-dithio-β-D-xylopyranoside). Procedure: If the procedure described in Preparation I is followed starting from 1.6 g (6.5.10-3 mol) of 3,5-bis(trifluoromethyl)benzenethiol, 1.64 g (6.5.10-3 mol) of mercuric cyanide, Hg(CN)2, and 2.54 g (7.5.10-3 mol) of 2,3,4-tri-O-acetyl-5-thio-α-D-xylopyranosyl bromide, 1.2 g (yield: 35.7%) of the expected product are obtained. M.p.=201° C. Reactants: FC(C=1C=C(C=C(C1)C(F)(F)F)S)(F)F (3,5-bis(trifluoromethyl)benzenethiol), C(C)(=O)O[C@H]1[C@H](SC[C@H]([C@@H]1OC(C)=O)OC(C)=O)Br (2,3,4-tri-O-acetyl-5-thio-α-D-xylopyranosyl bromide), [Hg](C#N)C#N (Hg(CN)2), [Hg](C#N)C#N (Hg(CN)2). Reactants: C(C)(=O)C1=CC=C(C=C1)S(=O)(=O)NCC1=NC=CC=C1 (4-acetyl-N-pyridin-2-ylmethyl-benzenesulfonamide), COC1=C(C=O)C=C(C(=C1)OC)N1CCCC1 (2,4-dimethoxy-5-pyrrolidin-1-yl-benzaldehyde), C[O-].[Li+] (lithium methoxide). Solvent: CN(C)C=O (DMF), CO (MeOH). Conditions: time 20 hour. Product: COC1=C(C=C(C(=C1)OC)N1CCCC1)/C=C/C(=O)C1=CC=C(C=C1)S(=O)(=O)NCC1=NC=CC=C1 (4-[3E-(2,4-Dimethoxy-5-pyrrolidin-1-ylphenyl)acryloyl]-N-pyridin-2-ylmethylbenzenesulfonamide). The yield is 57.9%. RXN SMILES: [C:1]([C:4]1[CH:9]=[CH:8][C:7]([S:10]([NH:13][CH2:14][C:15]2[CH:20]=[CH:19][CH:18]=[CH:17][N:16]=2)(=[O:12])=[O:11])=[CH:6][CH:5]=1)(=[O:3])[CH3:2].[CH3:21][O:22][C:23]1[CH:30]=[C:29]([O:31][CH3:32])[C:28]([N:33]2[CH2:37][CH2:36][CH2:35][CH2:34]2)=[CH:27][C:24]=1[CH:25]=O.C[O-].[Li+]>CN(C=O)C.CO>[CH3:21][O:22][C:23]1[CH:30]=[C:29]([O:31][CH3:32])[C:28]([N:33]2[CH2:37][CH2:36][CH2:35][CH2:34]2)=[CH:27][C:24]=1/[CH:25]=[CH:2]/[C:1]([C:4]1[CH:5]=[CH:6][C:7]([S:10]([NH:13][CH2:14][C:15]2[CH:20]=[CH:19][CH:18]=[CH:17][N:16]=2)(=[O:12])=[O:11])=[CH:8][CH:9]=1)=[O:3] |f:2.3|. Procedure details: A solution 4-acetyl-N-pyridin-2-ylmethyl-benzenesulfonamide (Ex-53A, 617 mg, 2.13 mmol) and 2,4-dimethoxy-5-pyrrolidin-1-yl-benzaldehyde (Ex-38B, 500 mg, 2.13 mmol) in DMF (9.3 mL) and MeOH (4.0 mL) was treated with lithium methoxide (162 mg, 4.26 mmol) and stirred for 20 h at room temperature under nitrogen. The reaction mixture was quenched with water (20 mL) and extracted ethyl acetate (3×50 mL). The organic phase was brined, dried over sodium sulfate, and concentrated to a red solid. Crystal... Reactants: N1=CN=CC(=C1)B(O)O (pyrimidin-5-ylboronic acid), BrC=1C(=CC(=C(C=O)C1)F)F (5-bromo-2,4-difluorobenzaldehyde), C([O-])([O-])=O.[Cs+].[Cs+] (cesium carbonate). The reagents and catalysts are Cl[Pd]([P](C1=CC=CC=C1)(C2=CC=CC=C2)C3=CC=CC=C3)([P](C4=CC=CC=C4)(C5=CC=CC=C5)C6=CC=CC=C6)Cl (bis(triphenylphosphine)palladium(II) chloride). Run in COCCOC (DME), CCO (EtOH), O (water), O (H2O). Reaction conditions: temperature 100 celsius. The product is FC1=C(C=O)C=C(C(=C1)F)C=1C=NC=NC1 (2,4-difluoro-5-(pyrimidin-5-yl)benzaldehyde). Yield: 51.4%. As a reaction SMILES: [N:1]1[CH:6]=[C:5](B(O)O)[CH:4]=[N:3][CH:2]=1.Br[C:11]1[C:12]([F:20])=[CH:13][C:14]([F:19])=[C:15]([CH:18]=1)[CH:16]=[O:17].C(=O)([O-])[O-].[Cs+].[Cs+]>COCCOC.CCO.O.Cl[Pd](Cl)([P](C1C=CC=CC=1)(C1C=CC=CC=1)C1C=CC=CC=1)[P](C1C=CC=CC=1)(C1C=CC=CC=1)C1C=CC=CC=1>[F:19][C:14]1[CH:13]=[C:12]([F:20])[C:11]([C:5]2[CH:6]=[N:1][CH:2]=[N:3][CH:4]=2)=[CH:18][C:15]=1[CH:16]=[O:17] |f:2.3.4,^1:39,58|. Reported procedure: A mixture of bis(triphenylphosphine)palladium(II) chloride (0.56 g, 0.80 mmol), pyrimidin-5-ylboronic acid (0.99 g, 8.0 mmol), 5-bromo-2,4-difluorobenzaldehyde (0.88 g, 3.98 mmol), cesium carbonate (2.59 g, 7.96 mmol) in DME (13 mL), EtOH (7 mL) and water (7 mL) was heated at 100° C. for 45 min, and the crude reaction mixture was subjected to HPLC separation eluting with 0-100% A/B (A: 95% H2O/5% MeCN, 10 MM NH4OAc; B: 5% H2O/95% MeCN, 10 mM NH4OAC over 30 min period to give the title compound a... The reactants are ClC1=NC=CC(=C1)N1C(=NC(=C1)C#CC=1C=C(C=CC1)C)C (2-chloro-4-(2-methyl-4-m-tolylethynyl-imidazol-1-yl)-pyridine), [OH-].[K+] (KOH). Solvent: C(C)(C)(C)O (tert-butanol). Yields the product CC=1N(C=C(N1)C#CC=1C=C(C=CC1)C)C1=CC(NC=C1)=O (4-(2-Methyl-4-m-tolylethynyl-imidazol-1-yl)-1H-pyridin-2-one). Reaction SMILES: Cl[C:2]1[CH:7]=[C:6]([N:8]2[CH:12]=[C:11]([C:13]#[C:14][C:15]3[CH:16]=[C:17]([CH3:21])[CH:18]=[CH:19][CH:20]=3)[N:10]=[C:9]2[CH3:22])[CH:5]=[CH:4][N:3]=1.[OH-:23].[K+]>C(O)(C)(C)C>[CH3:22][C:9]1[N:8]([C:6]2[CH:5]=[CH:4][NH:3][C:2](=[O:23])[CH:7]=2)[CH:12]=[C:11]([C:13]#[C:14][C:15]2[CH:16]=[C:17]([CH3:21])[CH:18]=[CH:19][CH:20]=2)[N:10]=1 |f:1.2|. Procedure details: The title compound, white solid, MS: m/e=290.1 (M+H+), was prepared in accordance with the general method of example 1a from 2-chloro-4-(2-methyl-4-m-tolylethynyl-imidazol-1-yl)-pyridine and KOH in tert-butanol.